From a dataset of the Open Reaction Database (ORD), a public repository of structured organic reaction records. describe an organic reaction: reactants, conditions, products, and yield The reactants are CC(=O)c1ccccc1, CCC1(C)OC(c2ccc(S(N)(=O)=O)cc2)=C(I)C1=O. Yields the product CCC1(C)OC(c2ccc(S(N)(=O)=O)cc2)=C(c2ccc(C(C)=O)cc2)C1=O. RXN SMILES: [C:21]([CH3:22])(=[O:23])[c:24]1[cH:25][cH:26][cH:27][cH:28][cH:29]1.[NH2:1][S:2](=[O:3])(=[O:4])[c:5]1[cH:6][cH:7][c:8]([C:11]2=[C:12]([I:20])[C:13](=[O:19])[C:14]([CH3:16])([CH2:17][CH3:18])[O:15]2)[cH:9][cH:10]1>>[NH2:1][S:2](=[O:3])(=[O:4])[c:5]1[cH:6][cH:7][c:8]([C:11]2=[C:12]([c:27]3[cH:26][cH:25][c:24]([C:21]([CH3:22])=[O:23])[cH:29][cH:28]3)[C:13](=[O:19])[C:14]([CH3:16])([CH2:17][CH3:18])[O:15]2)[cH:9][cH:10]1.